This data is from the Open Reaction Database (ORD), a public repository of structured organic reaction records. The task is: describe an organic reaction: reactants, conditions, products, and yield The reactants are CN(C)CC(CC(=O)OCc1ccccc1)NS(=O)(=O)c1ccc(Br)s1, C#Cc1ccc(C)cc1. Yields the product Cc1ccc(C#Cc2ccc(S(=O)(=O)NC(CC(=O)OCc3ccccc3)CN(C)C)s2)cc1. Reaction SMILES: [Br:1][c:2]1[cH:3][cH:4][c:5]([S:7](=[O:8])(=[O:9])[NH:10][CH:11]([CH2:12][C:13](=[O:14])[O:15][CH2:16][c:17]2[cH:18][cH:19][cH:20][cH:21][cH:22]2)[CH2:23][N:24]([CH3:25])[CH3:26])[s:6]1.[C:27](#[CH:28])[c:29]1[cH:30][cH:31][c:32]([CH3:35])[cH:33][cH:34]1>>[c:2]1([C:28]#[C:27][c:29]2[cH:30][cH:31][c:32]([CH3:35])[cH:33][cH:34]2)[cH:3][cH:4][c:5]([S:7](=[O:8])(=[O:9])[NH:10][CH:11]([CH2:12][C:13](=[O:14])[O:15][CH2:16][c:17]2[cH:18][cH:19][cH:20][cH:21][cH:22]2)[CH2:23][N:24]([CH3:25])[CH3:26])[s:6]1. Reactants: BrC1=CC(=C(C=C1)C(=O)N1CCN(CC1)C1=NC=C(C=C1C)C)S(=O)(=O)C ((4-bromo-2-methanesulfonylphenyl)[4-(3,5-dimethylpyridin-2-yl)piperazin-1-yl]methanone), O=C1OC[C@H](N1)COC(C1=CC=CC=C1)=O (benzoic acid (R)-2-oxooxazolidin-4-ylmethyl ester). Yields the product CC=1C(=NC=C(C1)C)N1CCN(CC1)C(=O)C1=C(C=C(C=C1)N1C(OC[C@H]1CO)=O)S(=O)(=O)C ((R)-3-{4-[4-(3,5-dimethylpyridin-2-yl)piperazine-1-carbonyl]-3-methanesulfonylphenyl}-4-hydroxymethyloxazolidin-2-one). The yield is 57.9%. As a reaction SMILES: Br[C:2]1[CH:7]=[CH:6][C:5]([C:8]([N:10]2[CH2:15][CH2:14][N:13]([C:16]3[C:21]([CH3:22])=[CH:20][C:19]([CH3:23])=[CH:18][N:17]=3)[CH2:12][CH2:11]2)=[O:9])=[C:4]([S:24]([CH3:27])(=[O:26])=[O:25])[CH:3]=1.[O:28]=[C:29]1[NH:33][C@H:32]([CH2:34][O:35]C(=O)C2C=CC=CC=2)[CH2:31][O:30]1>>[CH3:22][C:21]1[C:16]([N:13]2[CH2:14][CH2:15][N:10]([C:8]([C:5]3[CH:6]=[CH:7][C:2]([N:33]4[C@H:32]([CH2:34][OH:35])[CH2:31][O:30][C:29]4=[O:28])=[CH:3][C:4]=3[S:24]([CH3:27])(=[O:26])=[O:25])=[O:9])[CH2:11][CH2:12]2)=[N:17][CH:18]=[C:19]([CH3:23])[CH:20]=1. Procedure details: By reaction and treatment in the same manner as in Example 19 and using (4-bromo-2-methanesulfonylphenyl)[4-(3,5-dimethylpyridin-2-yl)piperazin-1-yl]methanone (1.6 g) described in Preparation Example 61 and benzoic acid (R)-2-oxooxazolidin-4-ylmethyl ester (903 mg), the title compound (1 g) was obtained. Starting materials: CCCC[N+](CCCC)(CCCC)CCCC, Cl, CCOC(=O)CCc1ccc(F)cc1F, [Na+], [OH-], [OH-], O. Product: O=C(O)CCc1ccc(F)cc1F. As a reaction SMILES: [CH2:19]([N+:20]([CH2:21][CH2:22][CH2:23][CH3:24])([CH2:25][CH2:26][CH2:27][CH3:28])[CH2:29][CH2:30][CH2:31][CH3:32])[CH2:33][CH2:34][CH3:35].[ClH:36].[F:1][c:2]1[c:3]([CH2:9][CH2:10][C:11](=[O:12])[O:13][CH2:14][CH3:15])[cH:4][cH:5][c:6]([F:8])[cH:7]1.[Na+:17].[OH-:16].[OH-:18].[OH2:37]>>[F:1][c:2]1[c:3]([CH2:9][CH2:10][C:11](=[O:12])[OH:13])[cH:4][cH:5][c:6]([F:8])[cH:7]1. Reactants: CC(=O)O[BH-](OC(C)=O)OC(C)=O, CN(C)C1(Cc2ccccc2)CCC(=O)CC1, CC(=O)O, Nc1ccc2sccc2c1, [Na+]. Product: CN(C)C1(Cc2ccccc2)CCC(Nc2ccc3sccc3c2)CC1. As a reaction SMILES: [C:32]([O:33][BH-:34]([O:35][C:36](=[O:37])[CH3:38])[O:39][C:40](=[O:41])[CH3:42])(=[O:43])[CH3:44].[CH2:11]([c:12]1[cH:13][cH:14][cH:15][cH:16][cH:17]1)[C:18]1([N:25]([CH3:26])[CH3:27])[CH2:19][CH2:20][C:21](=[O:24])[CH2:22][CH2:23]1.[CH3:28][C:29](=[O:30])[OH:31].[NH2:1][c:2]1[cH:3][cH:4][c:5]2[c:6]([cH:7][cH:8][s:9]2)[cH:10]1.[Na+:45]>>[NH:1]([c:2]1[cH:3][cH:4][c:5]2[c:6]([cH:7][cH:8][s:9]2)[cH:10]1)[CH:21]1[CH2:20][CH2:19][C:18]([CH2:11][c:12]2[cH:13][cH:14][cH:15][cH:16][cH:17]2)([N:25]([CH3:26])[CH3:27])[CH2:23][CH2:22]1. Starting materials: N[C@H]([C@@H](O)C)C(=O)O (D-threonine), C(OCCCC1=CC=CC=C1)(=O)Cl (3-phenylpropyl chlorocarbonate), C(=O)(O)[O-].[Na+] (NaHCO3). Reagents/catalysts: [Br-].C(CCC)[N+](CCCC)(CCCC)CCCC (tetrabutylamonium bromide). The solvent is O (water), O (water), C1CCOC1 (THF). Conditions: time 18 hour. Yields the product O[C@H]([C@H](C(=O)O)NC(=O)OCCCC1=CC=CC=C1)C ((2R,3S)-3-hydroxy-2-{[(3-phenylpropoxy)carbonyl]amino}butanoic acid). Isolated yield 18.2%. RXN SMILES: C([O-])(O)=O.[Na+].[NH2:6][C@@H:7]([C:11]([OH:13])=[O:12])[C@H:8]([CH3:10])[OH:9].[C:14](Cl)(=[O:25])[O:15][CH2:16][CH2:17][CH2:18][C:19]1[CH:24]=[CH:23][CH:22]=[CH:21][CH:20]=1>C1COCC1.O.[Br-].C([N+](CCCC)(CCCC)CCCC)CCC>[OH:9][C@@H:8]([CH3:10])[C@@H:7]([NH:6][C:14]([O:15][CH2:16][CH2:17][CH2:18][C:19]1[CH:24]=[CH:23][CH:22]=[CH:21][CH:20]=1)=[O:25])[C:11]([OH:13])=[O:12] |f:0.1,6.7|. Reported procedure: In a round bottom flask, NaHCO3 (5.94 g, 70.7 mmol) was suspended in THF (15 mL) and water (30 mL), then D-threonine (3.34 g, 28.0 mmol) was added. 3-phenylpropyl chlorocarbonate (6.2 g, 31.2 mmol) was slowly added, followed by a catalytic amount (0.3 g) of tetrabutylamonium bromide. After stirring 18 h at rt., the mixture was diluted with water (100 mL), washed twice with Et2O (2×100 mL) and pH adjusted to 2 with 2M HCl solution. The aqueous phase was extracted with AcOEt (3×150 mL), the collec... Reactants: Cl (hydrochloric acid), OC=1C(=C(C2=C(CC(O2)(C)CCCCC(=O)O)C1C)OC)OC (5-(2,3-dihydro-5-hydroxy-6,7-dimethoxy-2,4-dimethylbenzofuran-2-yl)valeric acid), N1CCOCC1 (morpholine), Cl.C(C)N=C=NCCCN(C)C (1-ethyl-3-(3-dimethylaminopropyl)-carbodiimide hydrochloride). Run in CN(C=O)C (N,N-dimethylformamide). Yields the product OC=1C(=C(C2=C(CC(O2)(C)CCCCC(=O)N2CCOCC2)C1C)OC)OC (4-[5-(2,3-dihydro-5-hydroxy-6,7-dimethoxy-2,4-dimethylbenzofuran-2-yl)pentanoyl]morpholine). Isolated yield 85.0%. As a reaction SMILES: [OH:1][C:2]1[C:3]([O:22][CH3:23])=[C:4]([O:20][CH3:21])[C:5]2[O:9][C:8]([CH2:11][CH2:12][CH2:13][CH2:14][C:15](O)=[O:16])([CH3:10])[CH2:7][C:6]=2[C:18]=1[CH3:19].[NH:24]1[CH2:29][CH2:28][O:27][CH2:26][CH2:25]1.Cl.C(N=C=NCCCN(C)C)C.Cl>CN(C)C=O>[OH:1][C:2]1[C:3]([O:22][CH3:23])=[C:4]([O:20][CH3:21])[C:5]2[O:9][C:8]([CH2:11][CH2:12][CH2:13][CH2:14][C:15]([N:24]3[CH2:29][CH2:28][O:27][CH2:26][CH2:25]3)=[O:16])([CH3:10])[CH2:7][C:6]=2[C:18]=1[CH3:19] |f:2.3|. Procedure: A solution (25 ml) of 5-(2,3-dihydro-5-hydroxy-6,7-dimethoxy-2,4-dimethylbenzofuran-2-yl)valeric acid (2.0 g), morpholine (0.81 ml) and 1-ethyl-3-(3-dimethylaminopropyl)-carbodiimide hydrochloride (1.4 g) in N,N-dimethylformamide was stirred under an atmosphere of argon at room temperature for 2 hours. The reaction mixture was made acidic by adding 1N hydrochloric acid to the mixture, and extracted with ethyl acetate. The extract was washed with saturated brine, dried over anhydrous magnesium su... The reactants are ClC=1C=C2C(CCOC2=CC1OC1=CC=C(C(=O)O)C=C1)C(=O)OCC (4-(6-chloro-4-(ethoxycarbonyl)chroman-7-yloxy)benzoic acid), C(C(=O)Cl)(=O)Cl (oxalyl chloride), N1=CC=CC=C1 (pyridine), Cl.C1(=CC=C(C=C1)C1=CC=CC(=N1)N)C (6-p-tolylpyridin-2-amine hydrochloride). Reagents/catalysts: CN(C)C=O (DMF). The solvent is ClCCCl (1,2-dichloroethane), CCOC(=O)C (EtOAc). Conditions: temperature 80 celsius, time 2 hour. Yields the product ClC=1C=C2C(CCOC2=CC1OC1=CC=C(C=C1)C(NC1=NC(=CC=C1)C1=CC=C(C=C1)C)=O)C(=O)OCC (ethyl 6-chloro-7-(4-(6-p-tolylpyridin-2-ylcarbamoyl)phenoxy)chroman-4-carboxylate). The yield is 60.7%. RXN SMILES: [Cl:1][C:2]1[CH:3]=[C:4]2[C:9](=[CH:10][C:11]=1[O:12][C:13]1[CH:21]=[CH:20][C:16]([C:17](O)=[O:18])=[CH:15][CH:14]=1)[O:8][CH2:7][CH2:6][CH:5]2[C:22]([O:24][CH2:25][CH3:26])=[O:23].C(Cl)(=O)C(Cl)=O.N1C=CC=CC=1.Cl.[C:40]1([CH3:53])[CH:45]=[CH:44][C:43]([C:46]2[N:51]=[C:50]([NH2:52])[CH:49]=[CH:48][CH:47]=2)=[CH:42][CH:41]=1>ClCCCl.CN(C=O)C.CCOC(C)=O>[Cl:1][C:2]1[CH:3]=[C:4]2[C:9](=[CH:10][C:11]=1[O:12][C:13]1[CH:21]=[CH:20][C:16]([C:17](=[O:18])[NH:52][C:50]3[CH:49]=[CH:48][CH:47]=[C:46]([C:43]4[CH:42]=[CH:41][C:40]([CH3:53])=[CH:45][CH:44]=4)[N:51]=3)=[CH:15][CH:14]=1)[O:8][CH2:7][CH2:6][CH:5]2[C:22]([O:24][CH2:25][CH3:26])=[O:23] |f:3.4|. Reported procedure: To a solution of 4-(6-chloro-4-(ethoxycarbonyl)chroman-7-yloxy)benzoic acid (Preparation B; 56 mg, 0.1486 mmol) in 1,2-dichloroethane (0.15 ml) and DMF (1 drop) was added oxalyl chloride (15.56 μl, 0.1783 mmol), and the reaction was stirred for 2 hours. To this, pyridine (0.6 ml) and 6-p-tolylpyridin-2-amine hydrochloride (36.08 mg, 0.1635 mmol) were added, and the reaction was heated to 80° C. for 16 hours. The reaction was diluted with EtOAc and washed with 10% citric acid, saturated sodium bi...